This data is from the Open Reaction Database (ORD), a public repository of structured organic reaction records. The task is: describe an organic reaction: reactants, conditions, products, and yield Starting materials: ClC1=NC=C(C(=O)NC2=CC=C(C=C2)OC(F)(F)Cl)C=C1C1=CC=NN1C1OCCCC1 (6-chloro-N-(4-(chlorodifluoromethoxy)phenyl)-5-(1-(tetrahydro-2H-pyran-2-yl)-1H-pyrazol-5-yl)nicotinamide), Cl.N1C[C@H](CCC1)O ((S)-piperidin-3-ol hydrochloride), formic acid-H. Yields the product ClC(OC1=CC=C(C=C1)NC(C1=CN=C(C(=C1)C1=CC=NN1)N1C[C@H](CCC1)O)=O)(F)F ((S)—N-(4-(Chlorodifluoromethoxy)phenyl)-6-(3-hydroxypiperidin-1-yl)-5-(1H-pyrazol-5-yl)nicotinamide). RXN SMILES: Cl[C:2]1[C:21]([C:22]2[N:26](C3CCCCO3)[N:25]=[CH:24][CH:23]=2)=[CH:20][C:5]([C:6]([NH:8][C:9]2[CH:14]=[CH:13][C:12]([O:15][C:16]([Cl:19])([F:18])[F:17])=[CH:11][CH:10]=2)=[O:7])=[CH:4][N:3]=1.Cl.[NH:34]1[CH2:39][CH2:38][CH2:37][C@H:36]([OH:40])[CH2:35]1>>[Cl:19][C:16]([F:18])([F:17])[O:15][C:12]1[CH:13]=[CH:14][C:9]([NH:8][C:6](=[O:7])[C:5]2[CH:20]=[C:21]([C:22]3[NH:26][N:25]=[CH:24][CH:23]=3)[C:2]([N:34]3[CH2:39][CH2:38][CH2:37][C@H:36]([OH:40])[CH2:35]3)=[N:3][CH:4]=2)=[CH:10][CH:11]=1 |f:1.2|. Procedure: The title compound was prepared in an analogous fashion to that described in Example 85 using 6-chloro-N-(4-(chlorodifluoromethoxy)phenyl)-5-(1-(tetrahydro-2H-pyran-2-yl)-1H-pyrazol-5-yl)nicotinamide (Stage 48.2) and (S)-piperidin-3-ol hydrochloride to afford a white solid. UPLC-MS (Condition 3) tR=0.99 min, m/z=464.1 [M+H]+, m/z=508.1 [M+formic acid-H]−; 1H NMR (400 MHz, DMSO-d6) δ ppm 1.19-1.35 (m, 1H) 1.37-1.52 (m, 1H) 1.56-1.70 (m, 1H) 1.78-1.93 (m, 1H) 2.53-2.64 (m, 1H) 2.65-2.81 (m, 1H) 3.... The reactants are C1(=CC=CC=C1)OC (Anisole), C(C=C)(=O)Cl (acryloyl chloride), [Cl-].[Al+3].[Cl-].[Cl-] (aluminium chloride). Run in ClCCl (dichloromethane). Yields the product COC1=CC=C(C=C1)C(C=C)=O (1-methoxy-4-acryloylbenzene). Isolated yield 98.8%. RXN SMILES: [C:1]1([O:7][CH3:8])[CH:6]=[CH:5][CH:4]=[CH:3][CH:2]=1.[C:9](Cl)(=[O:12])[CH:10]=[CH2:11].[Cl-].[Al+3].[Cl-].[Cl-]>ClCCl>[CH3:8][O:7][C:1]1[CH:6]=[CH:5][C:4]([C:9](=[O:12])[CH:10]=[CH2:11])=[CH:3][CH:2]=1 |f:2.3.4.5|. Reported procedure: Anisole (108 mg), acryloyl chloride (154 mg), and aluminium chloride (199 mg) were reacted in dichloromethane (1.5 mL) at from −20° C. to room temperature for 4 hours. The resultant was treated in the same manner as described in Example 1 to obtain the title compound (160 mg). The reactants are CC(=O)O[BH-](OC(C)=O)OC(C)=O, COCCOc1cc(NS(=O)(=O)c2ccccn2)c2[nH]c(C(=O)NCC(C=O)SCc3ccccc3)cc2c1, C1CSCCN1, [Na+], C1CCOC1, O. Product: COCCOc1cc(NS(=O)(=O)c2ccccn2)c2[nH]c(C(=O)NCC(CN3CCSCC3)SCc3ccccc3)cc2c1. RXN SMILES: [C:51]([O:52][BH-:53]([O:54][C:55](=[O:56])[CH3:57])[O:58][C:59](=[O:60])[CH3:61])(=[O:62])[CH3:63].[CH2:1]([c:2]1[cH:3][cH:4][cH:5][cH:6][cH:7]1)[S:8][CH:9]([CH2:10][NH:11][C:12](=[O:13])[c:14]1[nH:15][c:16]2[c:17]([NH:28][S:29](=[O:30])(=[O:31])[c:32]3[n:33][cH:34][cH:35][cH:36][cH:37]3)[cH:18][c:19]([O:23][CH2:24][CH2:25][O:26][CH3:27])[cH:20][c:21]2[cH:22]1)[CH:38]=[O:39].[CH2:40]1[CH2:41][S:42][CH2:43][CH2:44][NH:45]1.[Na+:64].[O:46]1[CH2:47][CH2:48][CH2:49][CH2:50]1.[OH2:65]>>[CH2:1]([c:2]1[cH:3][cH:4][cH:5][cH:6][cH:7]1)[S:8][CH:9]([CH2:10][NH:11][C:12](=[O:13])[c:14]1[nH:15][c:16]2[c:17]([NH:28][S:29](=[O:30])(=[O:31])[c:32]3[n:33][cH:34][cH:35][cH:36][cH:37]3)[cH:18][c:19]([O:23][CH2:24][CH2:25][O:26][CH3:27])[cH:20][c:21]2[cH:22]1)[CH2:38][N:45]1[CH2:40][CH2:41][S:42][CH2:43][CH2:44]1. The reactants are CC(C)CN(C(CO)CCCCNC(=O)C(N)Cc1ccc2ccccc2c1)S(=O)(=O)c1ccc(N)cc1, O=C(O)c1ccncc1. The product is CC(C)CN(C(CO)CCCCNC(=O)C(Cc1ccc2ccccc2c1)NC(=O)c1ccncc1)S(=O)(=O)c1ccc(N)cc1. Reaction SMILES: [NH2:1][CH:2]([C:3](=[O:4])[NH:5][CH2:6][CH2:7][CH2:8][CH2:9][CH:10]([CH2:11][OH:12])[N:13]([CH2:14][CH:15]([CH3:16])[CH3:17])[S:18](=[O:19])(=[O:20])[c:21]1[cH:22][cH:23][c:24]([NH2:27])[cH:25][cH:26]1)[CH2:28][c:29]1[cH:30][c:31]2[cH:32][cH:33][cH:34][cH:35][c:36]2[cH:37][cH:38]1.[OH:39][C:40](=[O:41])[c:42]1[cH:43][cH:44][n:45][cH:46][cH:47]1>>[NH:1]([CH:2]([C:3](=[O:4])[NH:5][CH2:6][CH2:7][CH2:8][CH2:9][CH:10]([CH2:11][OH:12])[N:13]([CH2:14][CH:15]([CH3:16])[CH3:17])[S:18](=[O:19])(=[O:20])[c:21]1[cH:22][cH:23][c:24]([NH2:27])[cH:25][cH:26]1)[CH2:28][c:29]1[cH:30][c:31]2[cH:32][cH:33][cH:34][cH:35][c:36]2[cH:37][cH:38]1)[C:40](=[O:39])[c:42]1[cH:43][cH:44][n:45][cH:46][cH:47]1. The reactants are CS(=O)C (DMSO), C(C(=O)Cl)(=O)Cl (oxalyl chloride), C1(=CC=CC=C1)[C@@H]1[C@H](CN(C1)C(C(F)(F)F)=O)CO ([(3R,4S)-4-phenyl-1-(trifluoroacetyl)pyrrolidin-3-yl]methanol), [Cl-].[NH4+] (ammonium chloride). The solvent is ClCCl (dichloromethane), ClCCl (dichloromethane), ClCCl (dichloromethane), C(C)N(CC)CC (triethylamine). Run at temperature -25 celsius, time 15 minute. Yields the product C1(=CC=CC=C1)[C@@H]1[C@H](CN(C1)C(C(F)(F)F)=O)C=O ((3R,4S)-4-phenyl-1-(trifluoroacetyl)pyrrolidine-3-carbaldehyde), crude product. As a reaction SMILES: CS(C)=O.C(Cl)(=O)C(Cl)=O.[C:11]1([C@H:17]2[CH2:21][N:20]([C:22](=[O:27])[C:23]([F:26])([F:25])[F:24])[CH2:19][C@@H:18]2[CH2:28][OH:29])[CH:16]=[CH:15][CH:14]=[CH:13][CH:12]=1.[Cl-].[NH4+]>ClCCl.C(N(CC)CC)C>[C:11]1([C@H:17]2[CH2:21][N:20]([C:22](=[O:27])[C:23]([F:25])([F:26])[F:24])[CH2:19][C@@H:18]2[CH:28]=[O:29])[CH:16]=[CH:15][CH:14]=[CH:13][CH:12]=1 |f:3.4|. Procedure: A 7.18 g portion of DMSO was dissolved in 30 ml of dichloromethane, and a 10 ml dichloromethane solution of 4.0 ml oxalyl chloride was added thereto while keeping the internal temperature at −60° C. or less. After stirring for 15 minutes, a 40 ml dichloromethane solution of 6.28 g of [(3R,4S)-4-phenyl-1-(trifluoroacetyl)pyrrolidin-3-yl]methanol was added thereto while keeping the inner temperature at −60° C. and stirred for 15 minutes. A 19.3 ml portion of triethylamine was added to the reaction... Product: C(Cl)Cl.CO.[NH4+].[OH-] (CH2Cl2 MeOH NH4OH), ClC=1C=CC=C2C=C(C(=NC12)C1=C(C=CC=C1)F)[C@H](C)N ((1S)-1-(8-chloro-2-(2-fluorophenyl)quinolin-3-yl)-ethanamine). Reactants: ClC=1C=CC=C2C=C(C(=NC12)C1=C(C=CC=C1)F)[C@H](C)N1C(C2=CC=CC=C2C1=O)=O (2-((S)-1-(8-chloro-2-(2-fluorophenyl)quinolin-3-yl)ethyl)isoindoline-1,3-dione), ClC=1C=CC=C2C=C(C(=NC12)C1=C(C=CC=C1)F)[C@H](C)N ((1S)-1-(8-chloro-2-(2-fluorophenyl)quinolin-3-yl)ethanamine), C(C)O (ethanol), O.NN (hydrazine monohydrate), Cl (HCl), ClC=1C=CC=C2C=C(C(=NC12)C1=C(C=CC=C1)F)[C@H](C)NC(=O)C1=C(C(=O)O)C=CC=C1 (2-(((S)-1-(8-chloro-2-(2-fluorophenyl)quinolin-3-yl)ethyl)-carbamoyl)benzoic acid), C(C)O (ethanol), [OH-].[Na+] (NaOH), ClC=1C=CC=C2C=C(C(=NC12)C1=C(C=CC=C1)F)[C@H](C)N1C(C2=CC=CC=C2C1=O)=O (2-((S)-1-(8-chloro-2-(2-fluoro-phenyl)quinolin-3-yl)ethyl)isoindoline-1,3-dione), ClC=1C=CC=C2C=C(C(=NC12)C1=C(C=CC=C1)F)[C@H](C)N ((1S)-1-(8-chloro-2-(2-fluorophenyl)quinolin-3-yl)ethanamine). As a reaction SMILES: [Cl:1][C:2]1C=CC=C2C=1[N:10]=C(C1C=CC=CC=1F)C([C@@H](N[C:22](C1C=CC=CC=1C(O)=O)=[O:23])C)=C2.C([OH:35])C.Cl.[OH-].[Na+].[Cl:39]C1C=CC=C2C=1N=C(C1C=CC=CC=1F)C([C@@H](N1C(=O)C3C(=CC=CC=3)C1=O)C)=C2.[Cl:70][C:71]1[CH:72]=[CH:73][CH:74]=[C:75]2[C:80]=1[N:79]=[C:78]([C:81]1[CH:86]=[CH:85][CH:84]=[CH:83][C:82]=1[F:87])[C:77]([C@@H:88]([NH2:90])[CH3:89])=[CH:76]2.O.NN>>[CH2:2]([Cl:1])[Cl:39].[CH3:22][OH:23].[NH4+:10].[OH-:35].[Cl:70][C:71]1[CH:72]=[CH:73][CH:74]=[C:75]2[C:80]=1[N:79]=[C:78]([C:81]1[CH:86]=[CH:85][CH:84]=[CH:83][C:82]=1[F:87])[C:77]([C@@H:88]([NH2:90])[CH3:89])=[CH:76]2 |f:3.4,7.8,9.10.11.12|. Procedure: To a suspension of 2-(((S)-1-(8-chloro-2-(2-fluorophenyl)quinolin-3-yl)ethyl)-carbamoyl)benzoic acid (0.6046 g, 1.347 mmol) in ethanol (5.000 mL, 1.347 mmol) was added 12 N HCl (1.123 mL, 13.47 mmol), and the mixture was stirred under reflux. After 22 h, the mixture was poured into ice water (100 mL). The mixture was basified with 10 N NaOH (0.4 mL) to pH ˜10 and extracted with CH2Cl2 (50 mL×2). The combined organic layers were washed with water (50 mL×2) and brine (50 mL×3), dried over Na2SO4, ... Run at time 22 hour. Solvent: ice water. Starting materials: Cl.N(C(=N)N)C[C@@H]1CC[C@H](CC1)C(=O)O (trans-4-guanidinomethylcyclohexanecarboxylic acid hydrochloride), C1=C(C=CC2=CC=CC=C12)O (β-naphtol), S(O)(O)(=O)=O (sulfuric acid), B(O)(O)O (boric acid). Solvent: CS(=O)C (dimethylsulfoxide), C=1(C(=CC=CC1)C)C (xylene). The product is Cl.N(C(=N)N)C[C@@H]1CC[C@H](CC1)C(=O)OC1=CC2=CC=CC=C2C=C1 (β-Naphthyl trans-4-guanidinomethylcyclohexanecarboxylate hydrochloride). RXN SMILES: [ClH:1].[NH:2]([CH2:6][C@H:7]1[CH2:12][CH2:11][C@H:10]([C:13]([OH:15])=[O:14])[CH2:9][CH2:8]1)[C:3]([NH2:5])=[NH:4].[CH:16]1[C:25]2[C:20](=[CH:21][CH:22]=[CH:23][CH:24]=2)[CH:19]=[CH:18][C:17]=1O.S(=O)(=O)(O)O.B(O)(O)O>CS(C)=O.C1(C)C(C)=CC=CC=1>[ClH:1].[NH:2]([CH2:6][C@H:7]1[CH2:12][CH2:11][C@H:10]([C:13]([O:15][C:18]2[CH:17]=[CH:16][C:25]3[C:20](=[CH:21][CH:22]=[CH:23][CH:24]=3)[CH:19]=2)=[O:14])[CH2:9][CH2:8]1)[C:3]([NH2:5])=[NH:4] |f:0.1,7.8|. Reported procedure: A suspension of trans-4-guanidinomethylcyclohexanecarboxylic acid hydrochloride(1.8 g), β-naphtol(1.44 g), sulfuric acid(0.05 g) and boric acid(0.03 g) in a mixture of dimethylsulfoxide(10 ml) and xylene(50 ml) was heated under reflux conditions for 20 hours. The resulting water was removed by azeotropy with xylene. Following concentration of the reaction mixture, the residue was chromatographed on a column of silica gel with chloroform/methanol as eluent to give the title compound. Solvent: CN(C)C=O (DMF). Procedure: 1-(3-Methylbenzoyl)-3-[2-(2-cyclohexylmethylpiperidino)ethyl]-5-methoxy-2-methylindole is prepared by reaction of 3-[2-(2-cyclohexylmethylpiperidino)ethyl]-5-methoxy-2-methylindole with sodium hydride in DMF and reaction of the resulting sodium salt with 3-methylbenzoyl chloride following the procedure described above in Example 1. RXN SMILES: [CH:1]1([CH2:7][CH:8]2[CH2:13][CH2:12][CH2:11][CH2:10][N:9]2[CH2:14][CH2:15][C:16]2[C:24]3[C:19](=[CH:20][CH:21]=[C:22]([O:25][CH3:26])[CH:23]=3)[NH:18][C:17]=2[CH3:27])[CH2:6][CH2:5][CH2:4][CH2:3][CH2:2]1.[H-].[Na+].[Na].[CH3:31][C:32]1[CH:33]=[C:34]([CH:38]=[CH:39][CH:40]=1)[C:35](Cl)=[O:36]>CN(C=O)C>[CH3:31][C:32]1[CH:33]=[C:34]([CH:38]=[CH:39][CH:40]=1)[C:35]([N:18]1[C:19]2[C:24](=[CH:23][C:22]([O:25][CH3:26])=[CH:21][CH:20]=2)[C:16]([CH2:15][CH2:14][N:9]2[CH2:10][CH2:11][CH2:12][CH2:13][CH:8]2[CH2:7][CH:1]2[CH2:6][CH2:5][CH2:4][CH2:3][CH2:2]2)=[C:17]1[CH3:27])=[O:36] |f:1.2,^1:29|. The product is CC=1C=C(C(=O)N2C(=C(C3=CC(=CC=C23)OC)CCN2C(CCCC2)CC2CCCCC2)C)C=CC1 (1-(3-Methylbenzoyl)-3-[2-(2-cyclohexylmethylpiperidino)ethyl]-5-methoxy-2-methylindole). Starting materials: C1(CCCCC1)CC1N(CCCC1)CCC1=C(NC2=CC=C(C=C12)OC)C (3-[2-(2-cyclohexylmethylpiperidino)ethyl]-5-methoxy-2-methylindole), [H-].[Na+] (sodium hydride), [Na] (sodium), CC=1C=C(C(=O)Cl)C=CC1 (3-methylbenzoyl chloride).